From a dataset of the Open Reaction Database (ORD), a public repository of structured organic reaction records. describe an organic reaction: reactants, conditions, products, and yield Reactants: C-1. 6-[2-(Dimethylamino)ethenyl]-5-(2-furanylcarbonyl)-2(1H)-pyridinone, O1C(=CC=C1)C(=O)C=1C=CC(NC1C)=O (5-(2-furanylcarbonyl)-6-methyl-2(1H)-pyridinone), COC(N(C)C)OC (dimethylformamide dimethyl acetal). Solvent: O1CCOCC1 (p-dioxane). The product is CN(C=CC1=C(C=CC(N1)=O)C(=O)C=1OC=CC1)C (6-[2-(dimethylamino)ethenyl]-5-(2-furanylcarbonyl)-2(1H)-pyridinone). RXN SMILES: [O:1]1[CH:5]=[CH:4][CH:3]=[C:2]1[C:6]([C:8]1[CH:9]=[CH:10][C:11](=[O:15])[NH:12][C:13]=1[CH3:14])=[O:7].CO[CH:18](OC)[N:19]([CH3:21])[CH3:20]>O1CCOCC1>[CH3:18][N:19]([CH3:21])[CH:20]=[CH:14][C:13]1[NH:12][C:11](=[O:15])[CH:10]=[CH:9][C:8]=1[C:6]([C:2]1[O:1][CH:5]=[CH:4][CH:3]=1)=[O:7]. Procedure: C-1. 6-[2-(Dimethylamino)ethenyl]-5-(2-furanylcarbonyl)-2(1H)-pyridinone--A mixture containing 30.5 g of 5-(2-furanylcarbonyl)-6-methyl-2(1H)-pyridinone, 400 ml of p-dioxane and 25 ml of dimethylformamide dimethyl acetal was heated under reflux for 6 hours and then allowed to cool. The separated crystalline product was collected, washed with isopropyl alcohol and dried in a vacuum oven at 80°-85° C. to yield 28.4 g of 6-[2-(dimethylamino)ethenyl]-5-(2-furanylcarbonyl)-2(1H)-pyridinone, m.p. 238°... The reactants are CC(C)(C)NC(=O)c1cnc(Br)s1, CC(c1ccc(B2OC(C)(C)C(C)(C)O2)cc1)N1CCC(CC(C)(C)C#N)(c2ccccc2)OC1=O. The product is CC(c1ccc(-c2ncc(C(=O)NC(C)(C)C)s2)cc1)N1CCC(CC(C)(C)C#N)(c2ccccc2)OC1=O. Reaction SMILES: [Br:37][c:38]1[s:39][c:40]([C:43](=[O:44])[NH:45][C:46]([CH3:47])([CH3:48])[CH3:49])[cH:41][n:42]1.[CH3:1][C:2]([C:3]#[N:4])([CH2:5][C:6]1([c:30]2[cH:31][cH:32][cH:33][cH:34][cH:35]2)[CH2:7][CH2:8][N:9]([CH:13]([CH3:14])[c:15]2[cH:16][cH:17][c:18]([B:21]3[O:22][C:23]([CH3:24])([CH3:25])[C:26]([CH3:27])([CH3:28])[O:29]3)[cH:19][cH:20]2)[C:10](=[O:12])[O:11]1)[CH3:36]>>[CH3:1][C:2]([C:3]#[N:4])([CH2:5][C:6]1([c:30]2[cH:31][cH:32][cH:33][cH:34][cH:35]2)[CH2:7][CH2:8][N:9]([CH:13]([CH3:14])[c:15]2[cH:16][cH:17][c:18](-[c:38]3[s:39][c:40]([C:43](=[O:44])[NH:45][C:46]([CH3:47])([CH3:48])[CH3:49])[cH:41][n:42]3)[cH:19][cH:20]2)[C:10](=[O:12])[O:11]1)[CH3:36]. Reactants: C(C)(=O)O[C@@H]1CC2=CC[C@H]3[C@@H]4C[C@H](C5([C@@]4(C)CC[C@@H]3[C@]2(CC1)C)OCCO5)Br (16α-bromo-17,17-ethylenedioxy-androst-5-en-3β-ol 3-acetate). Yields the product C1OC2([C@]3(C)[C@@H](C=C2)[C@@H]2CC=C4C[C@H](CC[C@]4(C)[C@H]2CC3)O)OC1 (17,17-ethylenedioxy-androst-5,15(16)-dien-3β-ol). Reaction SMILES: C([O:4][C@H:5]1[CH2:22][CH2:21][C@@:20]2([CH3:23])[C:7](=[CH:8][CH2:9][C@@H:10]3[C@@H:19]2[CH2:18][CH2:17][C@@:15]2([CH3:16])[C@H:11]3[CH2:12][C@@H:13](Br)[C:14]32[O:27][CH2:26][CH2:25][O:24]3)[CH2:6]1)(=O)C>CS(C)=O>[CH2:26]1[CH2:25][O:24][C:14]2([CH:13]=[CH:12][C@H:11]3[C@H:10]4[C@H:19]([CH2:18][CH2:17][C@:15]23[CH3:16])[C@:20]2([CH3:23])[C:7]([CH2:6][C@@H:5]([OH:4])[CH2:22][CH2:21]2)=[CH:8][CH2:9]4)[O:27]1. Run in CS(=O)C (dimethyl sulfoxide). Conditions: temperature 45 celsius, time 22 hour. Procedure: 16α-Bromo-17,17-ethylenedioxy-androst-5-en-3β-ol 3-acetate from Example 28A (50.000 g, 110.28 mmol) is dissolved in dimethyl sulfoxide (DMSO; 500 mL) and the solution is warmed to 45° C. under an inert atmosphere. After 22 hours, the reaction is partitioned between ether (2000 mL) and water (750 mL). The layers are separated and the ether solution is washed with brine (2×500 mL), dried over MgSO4, filtered and evaporated to dryness. The residue is recrystallized from ethanol-water to afford the ...